From a dataset of the Open Reaction Database (ORD), a public repository of structured organic reaction records. describe an organic reaction: reactants, conditions, products, and yield The reactants are C(C)(C)(C)OC(=O)N1C(=CC=C1)C=1C=CC2=C(C(OCC(N2)=O)(C2=CC=CC=C2)C)C1 (tert-butyl-2-(5-methyl-2-oxo-5-phenyl-1,2,3,5-tetrahydro-4,1-benzoxazepin-7-yl)-1H-pyrrole-1-carboxylate), ClS(=O)(=O)N=C=O (chlorosulfonyl isocyanate). The product is C(C)(C)(C)OC(=O)N1C(=CC=C1C=1C=CC2=C(C(OCC(N2)=O)(C2=CC=CC=C2)C)C1)C#N (tert-Butyl-2-cyano-5-(5-methyl-2-oxo-5-phenyl-1,2,3,5-tetrahydro-4,1-benzoxazepin-7-yl)-1H-pyrrole-1-carboxylate). Reaction SMILES: [C:1]([O:5][C:6]([N:8]1[CH:12]=[CH:11][CH:10]=[C:9]1[C:13]1[CH:14]=[CH:15][C:16]2[NH:22][C:21](=[O:23])[CH2:20][O:19][C:18]([CH3:30])([C:24]3[CH:29]=[CH:28][CH:27]=[CH:26][CH:25]=3)[C:17]=2[CH:31]=1)=[O:7])([CH3:4])([CH3:3])[CH3:2].ClS([N:36]=[C:37]=O)(=O)=O>>[C:1]([O:5][C:6]([N:8]1[C:9]([C:13]2[CH:14]=[CH:15][C:16]3[NH:22][C:21](=[O:23])[CH2:20][O:19][C:18]([CH3:30])([C:24]4[CH:29]=[CH:28][CH:27]=[CH:26][CH:25]=4)[C:17]=3[CH:31]=2)=[CH:10][CH:11]=[C:12]1[C:37]#[N:36])=[O:7])([CH3:4])([CH3:2])[CH3:3]. Procedure: tert-Butyl-2-cyano-5-(5-methyl-2-oxo-5-phenyl-1,2,3,5-tetrahydro-4,1-benzoxazepin-7-yl)-1H-pyrrole-1-carboxylate was prepared from tert-butyl-2-(5-methyl-2-oxo-5-phenyl-1,2,3,5-tetrahydro-4,1-benzoxazepin-7-yl)-1H-pyrrole-1-carboxylate and chlorosulfonyl isocyanate according to the cyanation procedure described in example 1. 1H-NMR (DMSO-d6) δ 10.02 (s, 1H), 7.42-7.38 (m, 2H), 7.32-7.10 (m, 7H), 6.49 (d, J=3.80 Hz, 1H), 4.20 (d, J=14.63 Hz, 1H), 3.99, (d, J=14.41 Hz, 1H), 1.87 (s, 3H), 1.39 (s, ...